From a dataset of the Open Reaction Database (ORD), a public repository of structured organic reaction records. describe an organic reaction: reactants, conditions, products, and yield Reactants: [OH-].[Na+] (NaOH), Cl.NO (hydroxylamine hydrochloride), ice, [O-]S(=O)[O-].[Na+].[Na+] (Na2SO3), NC=1C=C(C(C(=O)OC)=CC1)O (methyl 4-aminosalicylate), OS(=O)(=O)O (H2SO4). Run in O (water). Run at time 24 hour. Yields the product NC1=CC(=C(C(=O)NO)C=C1)O (4-amino-2-hydroxybenzohydroxamic acid). Isolated yield 89.2%. As a reaction SMILES: [OH-:1].[Na+].Cl.[NH2:4]O.[O-]S([O-])=O.[Na+].[Na+].[NH2:12][C:13]1[CH:14]=[C:15]([OH:23])[C:16](=[CH:21][CH:22]=1)[C:17](OC)=[O:18].OS(O)(=O)=O>O>[NH2:12][C:13]1[CH:22]=[CH:21][C:16]([C:17]([NH:4][OH:1])=[O:18])=[C:15]([OH:23])[CH:14]=1 |f:0.1,2.3,4.5.6|. Procedure: NaOH (4.0 grams) in 16 mL of water is carefully added to hydroxylamine hydrochloride (2.8 grams, 40 mmol) and 20 grams of ice. After dissolution, Na2SO3 (0.4 grams) is added, followed by methyl 4-aminosalicylate (3.35 grams, 20 mmol). The resulting solution is stirred for up to 24 hours at room temperature, the course of the reaction is monitored every few hours by reverse phase HPLC. The resulting solution is chilled on ice and acidified by addition of 25% H2SO4. A precipitate is first formed a... Reactants: [H-].[Na+] (sodium hydride), C(O)CN (ethanolamine), O1CCOCC1 (1,4-dioxane), NC1=C(C#N)C(=CC=C1)F (2-amino-6-fluorobenzonitrile). Run at time 30 minute. The product is NC1=C(C(=O)N)C(=CC=C1)OCCN (2-amino-6-(2-amino-ethoxy)-benzamide). RXN SMILES: [CH2:1]([CH2:3][NH2:4])[OH:2].[H-].[Na+].[NH2:7][C:8]1[CH:15]=[CH:14][CH:13]=[C:12](F)[C:9]=1[C:10]#[N:11].[O:17]1CCOCC1>>[NH2:7][C:8]1[CH:15]=[CH:14][CH:13]=[C:12]([O:2][CH2:1][CH2:3][NH2:4])[C:9]=1[C:10]([NH2:11])=[O:17] |f:1.2|. Procedure details: 444 μl (7.4 mmol) ethanolamine are dissolved in 4 ml 1,4-dioxane, combined with 312 mg (7.8 mmol) sodium hydride and stirred for 30 min at ambient temperature. 1 g (7.4 mmol) 2-amino-6-fluorobenzonitrile are metered into this reaction mixture and it is stirred for 6 days at ambient temperature. Then the solvent is eliminated in vacuo. The crude product is purified by column chromatography. The carrier material used is silica gel and the eluant used is dichloromethane to which 10% of a mixture of... Starting materials: [Li]CCCC (n-BuLi), BrC1=NC(=CC=C1)C1CC1 (2-bromo-6-cyclopropylpyridine), CN(C)C=O (DMF). Run in C1CCOC1 (THF). Reaction conditions: temperature -78 celsius, time 15 minute. The product is C1(CC1)C1=CC=CC(=N1)C=O (6-cyclopropylpicolinaldehyde). As a reaction SMILES: [Li]CCCC.Br[C:7]1[CH:12]=[CH:11][CH:10]=[C:9]([CH:13]2[CH2:15][CH2:14]2)[N:8]=1.CN([CH:19]=[O:20])C>C1COCC1>[CH:13]1([C:9]2[N:8]=[C:7]([CH:19]=[O:20])[CH:12]=[CH:11][CH:10]=2)[CH2:15][CH2:14]1. Reported procedure: A flame dried flask was charged with dry THF (75 mL) and chilled to −78° C. To this was added n-BuLi (9.90 mL, 24.7 mmol, 2.5 M in hexanes), followed by the slow addition of a THF (25 mL) solution of the 2-bromo-6-cyclopropylpyridine (4.90 g, 24.7 mmol) over a 15 minute period). The mixture was stirred at −78° C. for 15 minutes, and neat DMF (2.87 mL, 37.1 mmol) was added. The mixture was stirred for 15 minutes at −78° C., then quenched with saturated ammonium chloride solution (50 mL) and allow... Reactants: CC(C)C(O)(c1ccc(Br)cc1)c1cn(C(c2ccccc2)(c2ccccc2)c2ccccc2)cn1, COCCOC, [Na+], [Na+], O=C([O-])[O-], OB(O)c1ccc(F)cc1, c1ccc(P(c2ccccc2)(c2ccccc2)[Pd](P(c2ccccc2)(c2ccccc2)c2ccccc2)(P(c2ccccc2)(c2ccccc2)c2ccccc2)P(c2ccccc2)(c2ccccc2)c2ccccc2)cc1. Product: CC(C)C(O)(c1ccc(-c2ccc(F)cc2)cc1)c1cn(C(c2ccccc2)(c2ccccc2)c2ccccc2)cn1. Reaction SMILES: [Br:1][c:2]1[cH:3][cH:4][c:5]([C:8]([CH:9]([CH3:10])[CH3:11])([OH:12])[c:13]2[n:14][cH:15][n:16]([C:18]([c:19]3[cH:20][cH:21][cH:22][cH:23][cH:24]3)([c:25]3[cH:26][cH:27][cH:28][cH:29][cH:30]3)[c:31]3[cH:32][cH:33][cH:34][cH:35][cH:36]3)[cH:17]2)[cH:6][cH:7]1.[CH2:53]([CH2:54][O:55][CH3:56])[O:57][CH3:58].[Na+:47].[Na+:48].[O-:49][C:50](=[O:51])[O-:52].[OH:37][B:38]([OH:39])[c:40]1[cH:41][cH:42][c:43]([F:44])[cH:45][cH:46]1.[cH:59]1[cH:60][cH:61][c:62]([P:63]([Pd:64]([P:65]([c:66]2[cH:67][cH:68][cH:69][cH:70][cH:71]2)([c:72]2[cH:73][cH:74][cH:75][cH:76][cH:77]2)[c:78]2[cH:79][cH:80][cH:81][cH:82][cH:83]2)([P:84]([c:85]2[cH:86][cH:87][cH:88][cH:89][cH:90]2)([c:91]2[cH:92][cH:93][cH:94][cH:95][cH:96]2)[c:97]2[cH:98][cH:99][cH:100][cH:101][cH:102]2)[P:103]([c:104]2[cH:105][cH:106][cH:107][cH:108][cH:109]2)([c:110]2[cH:111][cH:112][cH:113][cH:114][cH:115]2)[c:116]2[cH:117][cH:118][cH:119][cH:120][cH:121]2)([c:122]2[cH:123][cH:124][cH:125][cH:126][cH:127]2)[c:128]2[cH:129][cH:130][cH:131][cH:132][cH:133]2)[cH:134][cH:135]1>>[c:2]1(-[c:40]2[cH:41][cH:42][c:43]([F:44])[cH:45][cH:46]2)[cH:3][cH:4][c:5]([C:8]([CH:9]([CH3:10])[CH3:11])([OH:12])[c:13]2[n:14][cH:15][n:16]([C:18]([c:19]3[cH:20][cH:21][cH:22][cH:23][cH:24]3)([c:25]3[cH:26][cH:27][cH:28][cH:29][cH:30]3)[c:31]3[cH:32][cH:33][cH:34][cH:35][cH:36]3)[cH:17]2)[cH:6][cH:7]1.